This data is from the Open Reaction Database (ORD), a public repository of structured organic reaction records. The task is: describe an organic reaction: reactants, conditions, products, and yield Procedure: To a solution of 4'-fluoro-3-(1-methylethyl)[1,1'-biphenyl]-2-ol formate (2 g) in ethanol (5 mL) was added a 10% solution of potassium hydroxide in ethanol (10 mL) and the reaction mixture was stirred at room temperature for 1 hour. The reaction was concentrated in vacuo, and the residue was partitioned between dichloromethane (20 mL) and 1N hydrochloric acid (20 mL). The separated aqueous layer was extracted with dichloromethane (2×20 mL), then the combined organic layers were washed with water... Reaction conditions: time 1 hour. The solvent is C(C)O (ethanol), C(C)O (ethanol). Product: FC1=CC=C(C=C1)C=1C(=C(C=CC1)C(C)C)O (4'-fluoro-3-(1-methylethyl) [1,1'-biphenyl]-2-ol). The yield is 106.6%. As a reaction SMILES: C([O:3][C:4]1[C:5]([C:13]2[CH:18]=[CH:17][C:16]([F:19])=[CH:15][CH:14]=2)=[CH:6][CH:7]=[CH:8][C:9]=1[CH:10]([CH3:12])[CH3:11])=O.[OH-].[K+]>C(O)C>[F:19][C:16]1[CH:15]=[CH:14][C:13]([C:5]2[C:4]([OH:3])=[C:9]([CH:10]([CH3:11])[CH3:12])[CH:8]=[CH:7][CH:6]=2)=[CH:18][CH:17]=1 |f:1.2|. The reactants are C(=O)OC=1C(=CC=CC1C(C)C)C1=CC=C(C=C1)F (4'-fluoro-3-(1-methylethyl)[1,1'-biphenyl]-2-ol formate), solution, [OH-].[K+] (potassium hydroxide). Starting materials: C(CCC)[Li] (n-butyllithium), CC1(OC2=CC=CC=C2CC1)C (2,2-dimethylchroman), ice water, C(=O)=O.C(C)OCC (dry ice diethyl ether). Run in CCCCCC (hexane), C(C)OCC (diethyl ether), C(C)OCC (diethyl ether). The product is CC1(OC2=C(C=CC=C2CC1)C(=O)O)C (2,2-dimethylchroman-8-carboxylic acid). Reaction SMILES: C([Li])CCC.[CH3:6][C:7]1([CH3:17])[CH2:16][CH2:15][C:14]2[C:9](=[CH:10][CH:11]=[CH:12][CH:13]=2)[O:8]1.[C:18](=[O:20])=[O:19].C(OCC)C>CCCCCC.C(OCC)C>[CH3:6][C:7]1([CH3:17])[CH2:16][CH2:15][C:14]2[C:9](=[C:10]([C:18]([OH:20])=[O:19])[CH:11]=[CH:12][CH:13]=2)[O:8]1 |f:2.3|. Procedure details: To a solution of 1.6M n-butyllithium in hexane and 150 ml of diethyl ether were added a solution of 27 g of 2,2-dimethylchroman in diethyl ether over a one hour period at room temperature. The solution was then heated at reflux 160 minutes, cooled, and poured into dry ice/diethyl ether. The mixture was allowed to come to room temperature, poured into ice water, and layers separated. The organic layer was washed with water, dried over sodium sulfate, and concentrated in vacuo to provide 21 g of s... The reactants are ClC=1C=C(OC2CN(CC2)C(=O)Cl)C=CC1 (3-(3-chlorophenoxy)-1-pyrrolidinecarbonyl chloride), ice, C([O-])([O-])=O.[Na+].[Na+] (sodium carbonate), C(C)N(CCCN)CC (N,N-diethyl-1,3-propanediamine), O (water). The solvent is C(Cl)(Cl)Cl (chloroform). Reaction conditions: time 78 hour. Product: ClC=1C=C(OC2CN(CC2)C(=O)NCCCN(CC)CC)C=CC1 (3-(3-Chlorophenoxy)-N-[3-(diethylamino)propyl]-1-pyrrolidinecarboxamide). Reaction SMILES: [Cl:1][C:2]1[CH:3]=[C:4]([CH:14]=[CH:15][CH:16]=1)[O:5][CH:6]1[CH2:10][CH2:9][N:8]([C:11](Cl)=[O:12])[CH2:7]1.C(=O)([O-])[O-].[Na+].[Na+].[CH2:23]([N:25]([CH2:30][CH3:31])[CH2:26][CH2:27][CH2:28][NH2:29])[CH3:24].O>C(Cl)(Cl)Cl>[Cl:1][C:2]1[CH:3]=[C:4]([CH:14]=[CH:15][CH:16]=1)[O:5][CH:6]1[CH2:10][CH2:9][N:8]([C:11]([NH:29][CH2:28][CH2:27][CH2:26][N:25]([CH2:30][CH3:31])[CH2:23][CH3:24])=[O:12])[CH2:7]1 |f:1.2.3|. Procedure details: A stirred solution, 13 g (0.05 mole) of 3-(3-chlorophenoxy)-1-pyrrolidinecarbonyl chloride in 100 ml of chloroform was treated with 25 mg of ice and 12.8 g of sodium carbonate after 5 min. This mixture was treated with 7.15 g (0.055 mole) of N,N-diethyl-1,3-propanediamine dropwise and allowed to stir for 78 hours. The reaction mixture was transferred to a separatory funnel and enough water was added to form two distinct phases. The organic phase (chloroform) was separated and washed with 50 ml o... The reactants are ClC(=CC(=O)Cl)Cl (β,β-dichloroacryloyl chloride), C1(=CC=CC=C1)NNC(=O)N (1-phenylsemicarbazide), ( one ). Run in C(C)#N (acetonitrile). The product is ClC(=CC(=O)N(NC(=O)N)C1=CC=CC=C1)Cl (1-(β,β-dichloroacryloyl)-1-phenyl-semicarbazide). The yield is 63.0%. Reaction SMILES: [C:1]1([NH:7][NH:8][C:9]([NH2:11])=[O:10])[CH:6]=[CH:5][CH:4]=[CH:3][CH:2]=1.[Cl:12][C:13]([Cl:18])=[CH:14][C:15](Cl)=[O:16]>C(#N)C>[Cl:12][C:13]([Cl:18])=[CH:14][C:15]([N:7]([C:1]1[CH:2]=[CH:3][CH:4]=[CH:5][CH:6]=1)[NH:8][C:9]([NH2:11])=[O:10])=[O:16]. Procedure details: To a suspension of 7 g of 1-phenylsemicarbazide in 100 ml of acetonitrile, cooled down to 0°-5° C., were added 7.4 g of β,β-dichloroacryloyl chloride, under stirring. The addition having been completed, the reaction mixture was stirred at 5° C. for 30 minutes and then at room temperature for 1 (one) hour. The solid that separated was collected by decanting and by filtration, then was washed with diethylether, thus obtaining 8 g of 1-(β,β-dichloroacryloyl)-1-phenyl-semicarbazide, in accordance wi... Starting materials: CCO, CC(C)N(C(=O)CC(C#N)c1ccccc1)C(C)C, [Na+], [OH-], OO. Product: CC(C)N(C(=O)CC(C(N)=O)c1ccccc1)C(C)C. As a reaction SMILES: [CH3:22][CH2:23][OH:24].[CH:1]([CH3:2])([CH3:3])[N:4]([C:5]([CH2:6][CH:7]([c:8]1[cH:9][cH:10][cH:11][cH:12][cH:13]1)[C:14]#[N:15])=[O:16])[CH:17]([CH3:18])[CH3:19].[Na+:26].[OH-:25].[OH:20][OH:21]>>[CH:1]([CH3:2])([CH3:3])[N:4]([C:5]([CH2:6][CH:7]([c:8]1[cH:9][cH:10][cH:11][cH:12][cH:13]1)[C:14]([NH2:15])=[O:20])=[O:16])[CH:17]([CH3:18])[CH3:19]. As a reaction SMILES: [CH2:1]([CH3:2])[NH:3][CH2:4][CH3:5].[CH2:46]([N:47]=[C:48]=[N:49][CH2:50][CH2:51][CH2:52][N:53]([CH3:54])[CH3:55])[CH3:56].[CH3:58][N:59]([CH3:60])[CH:61]=[O:62].[ClH:45].[F:6][c:7]1[cH:8][cH:9][c:10](-[c:13]2[c:14]([CH:19]=[CH:20][C:21](=[O:22])[NH:23][c:24]3[cH:25][cH:26][c:27]([CH2:30][C:31](=[O:32])[OH:33])[cH:28][cH:29]3)[cH:15][n:16][n:17]2[CH3:18])[cH:11][cH:12]1.[OH2:34].[OH2:57].[OH:35][n:36]1[c:37]2[cH:38][cH:39][cH:40][cH:41][c:42]2[n:43][n:44]1>>[CH2:1]([CH3:2])[N:3]([CH2:4][CH3:5])[C:31]([CH2:30][c:27]1[cH:26][cH:25][c:24]([NH:23][C:21]([CH:20]=[CH:19][c:14]2[c:13](-[c:10]3[cH:9][cH:8][c:7]([F:6])[cH:12][cH:11]3)[n:17]([CH3:18])[n:16][cH:15]2)=[O:22])[cH:29][cH:28]1)=[O:32]. Product: CCN(CC)C(=O)Cc1ccc(NC(=O)C=Cc2cnn(C)c2-c2ccc(F)cc2)cc1. Starting materials: CCNCC, CCN=C=NCCCN(C)C, CN(C)C=O, Cl, Cn1ncc(C=CC(=O)Nc2ccc(CC(=O)O)cc2)c1-c1ccc(F)cc1, O, O, On1nnc2ccccc21. Reactants: [H-].[Na+] (sodium hydride), C(CCCC)(=O)NC1=C(C=C(C=C1)OC)[N+](=O)[O-] (2-pentanoylamino-5-methoxy-nitrobenzene), BrCC1=CC=C(C=C1)C=1C(=CC=CC1)C(=O)OC(C)(C)C (tert.butyl 4'-bromomethyl-biphenyl-2-carboxylate). The solvent is C(C)(=O)OCC (ethyl acetate), CN(C=O)C (dimethylformamide). Conditions: temperature 80 celsius, time 30 minute. Product: [N+](=O)([O-])C1=C(C=CC(=C1)OC)N(C(CCCC)=O)CC1=CC=C(C=C1)C1=C(C=CC=C1)C(=O)OC(C)(C)C (N-(2-Nitro-4-methoxy-phenyl)-N-pentanoyl-(2-tert.butoxycarbonyl-biphenyl-4'-yl)-methylamine). Reaction SMILES: [C:1]([NH:7][C:8]1[CH:13]=[CH:12][C:11]([O:14][CH3:15])=[CH:10][C:9]=1[N+:16]([O-:18])=[O:17])(=[O:6])[CH2:2][CH2:3][CH2:4][CH3:5].[H-].[Na+].Br[CH2:22][C:23]1[CH:28]=[CH:27][C:26]([C:29]2[C:30]([C:35]([O:37][C:38]([CH3:41])([CH3:40])[CH3:39])=[O:36])=[CH:31][CH:32]=[CH:33][CH:34]=2)=[CH:25][CH:24]=1>CN(C)C=O.C(OCC)(=O)C>[N+:16]([C:9]1[CH:10]=[C:11]([O:14][CH3:15])[CH:12]=[CH:13][C:8]=1[N:7]([CH2:22][C:23]1[CH:28]=[CH:27][C:26]([C:29]2[CH:34]=[CH:33][CH:32]=[CH:31][C:30]=2[C:35]([O:37][C:38]([CH3:41])([CH3:40])[CH3:39])=[O:36])=[CH:25][CH:24]=1)[C:1](=[O:6])[CH2:2][CH2:3][CH2:4][CH3:5])([O-:18])=[O:17] |f:1.2|. Reported procedure: 2.5 g (0.01 mol) of 2-pentanoylamino-5-methoxy-nitrobenzene are dissolved in 30 ml of dimethylformamide, treated with 550 mg (0.11 mol) of sodium hydride (50% in oil) and stirred for 30 minutes at 80° C. 3.5 g (0.01 mol) of tert.butyl 4'-bromomethyl-biphenyl-2-carboxylate are then added and stirred for a further 2 hours at 80° C. The solvent is distilled off in vacuum, the oily residue obtained is dissolved in ethyl acetate, washed with water and evaporated in vacuum after drying over sodium sul...